Dataset: the Open Reaction Database (ORD), a public repository of structured organic reaction records. Task: describe an organic reaction: reactants, conditions, products, and yield Reactants: O (water), N1=CC=CC=C1 (Pyridine), C(C)(C)(C)C1=C(C=CC2=C1CC(O2)CO)O (4-tert-butyl-5-hydroxy-2-hydroxymethyl-2,3-dihydrobenzofuran), S(=O)(Cl)Cl (thionyl chloride). The solvent is C1=CC=CC=C1 (benzene). Product: C(C)(C)(C)C1=C(C=CC2=C1CC(O2)CCl)O (4-tert-butyl-2-chloromethyl-5-hydroxy-2,3-dihydrobenzofuran). Isolated yield 61.2%. RXN SMILES: N1C=CC=CC=1.[C:7]([C:11]1[C:16]2[CH2:17][CH:18]([CH2:20]O)[O:19][C:15]=2[CH:14]=[CH:13][C:12]=1[OH:22])([CH3:10])([CH3:9])[CH3:8].S(Cl)([Cl:25])=O.O>C1C=CC=CC=1>[C:7]([C:11]1[C:16]2[CH2:17][CH:18]([CH2:20][Cl:25])[O:19][C:15]=2[CH:14]=[CH:13][C:12]=1[OH:22])([CH3:10])([CH3:9])[CH3:8]. Reported procedure: Pyridine (180 mg, 2.2 mmol) was added to a solution of 4-tert-butyl-5-hydroxy-2-hydroxymethyl-2,3-dihydrobenzofuran (430 mg, 1.9 mmol) in benzene (15 ml) and, subsequently, thionyl chloride (310 mg, 2.6 mmol) was added dropwise under ice cooling. After being allowed to warm to room temperature, the mixture was heated under reflux for 24 h. After cooling, water was added and the solution was extracted with ethyl acetate. The organic layer was washed with a saturated aqueous solution of sodium hyd... Reactants: C(C)OC([C@H](CC1=CC=C(C=C1)OCC1=CC=CC=C1)OCCC)=O ((2S)-3-(4-benzyloxy-phenyl)-2-propoxy-propionic acid ethyl ester), COC(C(CC1=CC(=CC=C1)O)OC)=O (3-(3-hydroxy-phenyl)-2-methoxy-propionic acid methyl ester). Product: C(C)OC([C@H](CC1=CC=C(C=C1)O)OCCC)=O ((2S)-3-(4-hydroxy-phenyl)-2-propoxy-propionic acid ethyl ester). As a reaction SMILES: [CH2:1]([O:3][C:4](=[O:25])[C@@H:5]([O:21][CH2:22][CH2:23][CH3:24])[CH2:6][C:7]1[CH:12]=[CH:11][C:10]([O:13]CC2C=CC=CC=2)=[CH:9][CH:8]=1)[CH3:2].COC(=O)C(OC)CC1C=CC=C(O)C=1>>[CH2:1]([O:3][C:4](=[O:25])[C@@H:5]([O:21][CH2:22][CH2:23][CH3:24])[CH2:6][C:7]1[CH:8]=[CH:9][C:10]([OH:13])=[CH:11][CH:12]=1)[CH3:2]. Procedure: The title compound was prepared from (2S)-3-(4-be yloxy-phenyl)-2-propoxy-propionic acid ethyl ester (Example 377, Step 3) via the same procedure used for the preparation of 3-(3-hydroxy-phenyl)-2-methoxy-propionic acid methyl ester (Example 291, Step 4) to produce a yellow oil. MS (ES) for C14H20O4 [M+H]+: 253.1. The reactants are Cl.COC(=O)CCNC(C1=CC(=C(C=C1)NCCCN1CCSCC1)N)=O (3-amino-4-(3-thiomorpholino-propylamino)-benzoic acid-[N-(2-methoxycarbonyl-ethyl)-amide]-hydrochloride). Solvent: C(C)(=O)OCC.C(C)O (ethyl acetate ethanol). The product is COC(=O)CCNC(C1=CC(=C(C=C1)NC)N)=O (3-amino-4-methylamino-benzoic acid-[N-(2-methoxycarbonylethyl)-amide]). As a reaction SMILES: Cl.[CH3:2][O:3][C:4]([CH2:6][CH2:7][NH:8][C:9](=[O:27])[C:10]1[CH:15]=[CH:14][C:13]([NH:16][CH2:17]CCN2CCSCC2)=[C:12]([NH2:26])[CH:11]=1)=[O:5]>C(OCC)(=O)C.C(O)C>[CH3:2][O:3][C:4]([CH2:6][CH2:7][NH:8][C:9](=[O:27])[C:10]1[CH:15]=[CH:14][C:13]([NH:16][CH3:17])=[C:12]([NH2:26])[CH:11]=1)=[O:5] |f:0.1,2.3|. Procedure details: The same procedure is used as in (2). Rf value: 0.28 (silica gel; ethyl acetate/ethanol=50:2) Reported procedure: To a solution of 0.050 g (0.28 mmol) 4-isopropylphenyl acetic acid in 0.50 mL DMF and 1.0 mL CH2Cl2 was added 0.072 g (0.30 mmol) (1R)-1-(5-bromo-1,3-thiazol-2-yl)ethanamine hydrochloride, 0.042 g (0.31 mmol) HOAT, 0.059 g (0.31 mmol) EDC, and 0.093 mL (0.56 mmol) DIEA. After 1 h at room temperature, the reaction mixture was purified by preparative reverse-phase HPLC (5->95% CH3CN/H2O over 15 min, 0.05% added TFA, C18) to give N-[(1R)-1-(5-bromo-1,3-thiazol-2-yl)ethyl]-2-[4-(propan-2-yl)phenyl]a... The product is BrC1=CN=C(S1)[C@@H](C)NC(CC1=CC=C(C=C1)C(C)C)=O (N-[(1R)-1-(5-bromo-1,3-thiazol-2-yl)ethyl]-2-[4-(propan-2-yl)phenyl]acetamide). The solvent is CN(C)C=O (DMF), C(Cl)Cl (CH2Cl2). RXN SMILES: [CH:1]([C:4]1[CH:9]=[CH:8][C:7]([CH2:10][C:11]([OH:13])=O)=[CH:6][CH:5]=1)([CH3:3])[CH3:2].Cl.[Br:15][C:16]1[S:20][C:19]([C@H:21]([NH2:23])[CH3:22])=[N:18][CH:17]=1.C1C=NC2N(O)N=NC=2C=1.C(Cl)CCl.CCN(C(C)C)C(C)C>CN(C=O)C.C(Cl)Cl>[Br:15][C:16]1[S:20][C:19]([C@H:21]([NH:23][C:11](=[O:13])[CH2:10][C:7]2[CH:6]=[CH:5][C:4]([CH:1]([CH3:2])[CH3:3])=[CH:9][CH:8]=2)[CH3:22])=[N:18][CH:17]=1 |f:1.2|. Reaction conditions: time 1 hour. Starting materials: C(C)(C)C1=CC=C(C=C1)CC(=O)O (4-isopropylphenyl acetic acid), Cl.BrC1=CN=C(S1)[C@@H](C)N ((1R)-1-(5-bromo-1,3-thiazol-2-yl)ethanamine hydrochloride), C1=CC2=C(N=C1)N(N=N2)O (HOAT), C(CCl)Cl (EDC), CCN(C(C)C)C(C)C (DIEA).